This data is from the Open Reaction Database (ORD), a public repository of structured organic reaction records. The task is: describe an organic reaction: reactants, conditions, products, and yield The reactants are COC=1C=C(C=CC1)CC(C)=O (1-(3-methoxyphenyl)propan-2-one), OC(CN)C1=CC(=CC=C1)Cl (2-hydroxy-2-(3-chlorophenyl)ethanamine). The product is COC=1C=C(C=CC1)CC(C)NCC(C1=CC(=CC=C1)Cl)O (N-[2-(3-methoxyphenyl)-1-methylethyl]-2-hydroxy-2-(3-chlorophenyl)ethanamine), Cl.COC=1C=C(C=CC1)CC(C)NCC(C1=CC(=CC=C1)Cl)O (N-[2-(3-methoxyphenyl)-1-methylethyl]-2-hydroxy-2-(3-chlorophenyl)ethanamine hydrochloride). Reaction SMILES: [CH3:1][O:2][C:3]1[CH:4]=[C:5]([CH2:9][C:10](=O)[CH3:11])[CH:6]=[CH:7][CH:8]=1.[OH:13][CH:14]([C:17]1[CH:22]=[CH:21][CH:20]=[C:19]([Cl:23])[CH:18]=1)[CH2:15][NH2:16]>>[CH3:1][O:2][C:3]1[CH:4]=[C:5]([CH2:9][CH:10]([NH:16][CH2:15][CH:14]([OH:13])[C:17]2[CH:22]=[CH:21][CH:20]=[C:19]([Cl:23])[CH:18]=2)[CH3:11])[CH:6]=[CH:7][CH:8]=1.[ClH:23].[CH3:1][O:2][C:3]1[CH:4]=[C:5]([CH2:9][CH:10]([NH:16][CH2:15][CH:14]([OH:13])[C:17]2[CH:22]=[CH:21][CH:20]=[C:19]([Cl:23])[CH:18]=2)[CH3:11])[CH:6]=[CH:7][CH:8]=1 |f:3.4|. Reported procedure: N-[2-(3-methoxyphenyl)-1-methylethyl]-2-hydroxy-2-(3-chlorophenyl)ethanamine was prepared from 1-(3-methoxyphenyl)propan-2-one (3.81 g) and 2-hydroxy-2-(3-chlorophenyl)ethanamine (3.99 g) by an analogous procedure to that described in Example 1 and purified by column chromatography on silica gel using 2-5% methanol in dichloromethane as eluent. The purified amine was converted to its hydrochloride salt by addition of ethereal hydrogen chloride and crystallised from ethyl acetate-diethyl ether to... Starting materials: FC1=CC2=C(C(=CO2)COC2=C3C=C(NC3=CC=C2)C(=O)O)C=C1 (4-(6-Fluoro-benzofuran-3-ylmethoxy)-1H-indole-2-carboxylic acid), Cl.Cl.Cl.NC1CCN(CC1)CCN1CCC(CC1)O (1-[2-(4-Amino-piperidin-1-yl)-ethyl]-piperidin-4-ol tri-hydrochloride). Product: Cl.Cl.OC1CCN(CC1)CCN1CCC(CC1)NC(=O)C=1NC2=CC=CC(=C2C1)OCC1=COC2=C1C=CC(=C2)F (4-(6-Fluoro-benzofuran-3-ylmethoxy)-1H-indole-2-carboxylic acid {1-[2-(4-hydroxy-piperidin-1-yl)-ethyl]-piperidin-4-yl}-amide dihydrochloride). Reaction SMILES: [F:1][C:2]1[CH:24]=[CH:23][C:5]2[C:6]([CH2:9][O:10][C:11]3[CH:19]=[CH:18][CH:17]=[C:16]4[C:12]=3[CH:13]=[C:14]([C:20]([OH:22])=O)[NH:15]4)=[CH:7][O:8][C:4]=2[CH:3]=1.[ClH:25].Cl.Cl.[NH2:28][CH:29]1[CH2:34][CH2:33][N:32]([CH2:35][CH2:36][N:37]2[CH2:42][CH2:41][CH:40]([OH:43])[CH2:39][CH2:38]2)[CH2:31][CH2:30]1>>[ClH:25].[ClH:25].[OH:43][CH:40]1[CH2:39][CH2:38][N:37]([CH2:36][CH2:35][N:32]2[CH2:31][CH2:30][CH:29]([NH:28][C:20]([C:14]3[NH:15][C:16]4[C:12]([CH:13]=3)=[C:11]([O:10][CH2:9][C:6]3[C:5]5[CH:23]=[CH:24][C:2]([F:1])=[CH:3][C:4]=5[O:8][CH:7]=3)[CH:19]=[CH:18][CH:17]=4)=[O:22])[CH2:34][CH2:33]2)[CH2:42][CH2:41]1 |f:1.2.3.4,5.6.7|. Procedure: This compound is synthesized from 4-(6-fluoro-benzofuran-3-ylmethoxy)-1H-indole-2-carboxylic acid (106, see example 55) and amine 21 analogously to the method described in example 1. Starting materials: COCCOCCOC, [F-], FC(F)=C(F)C(F)(F)F, O=C(F)C(F)(F)C(F)(F)C(F)(F)C(F)(F)F, [K+]. Product: O=C(C(F)(F)C(F)(F)C(F)(F)C(F)(F)F)C(F)(C(F)(F)F)C(F)(F)F. As a reaction SMILES: [CH3:28][O:29][CH2:30][CH2:31][O:32][CH2:33][CH2:34][O:35][CH3:36].[F-:17].[F:19][C:20]([C:21](=[C:22]([F:23])[F:24])[F:25])([F:26])[F:27].[F:1][C:2]([C:3](=[O:4])[F:5])([C:6]([C:7]([C:8]([F:9])([F:10])[F:11])([F:12])[F:13])([F:14])[F:15])[F:16].[K+:18]>>[F:1][C:2]([C:3](=[O:4])[C:21]([C:20]([F:19])([F:26])[F:27])([C:22]([F:17])([F:23])[F:24])[F:25])([C:6]([C:7]([C:8]([F:9])([F:10])[F:11])([F:12])[F:13])([F:14])[F:15])[F:16]. The reactants are C(C1=CC=CC=C1)N1CC2CN(CC(C1)C2(C)O)C(=O)OC(C)(C)C (tert-Butyl 7-benzyl-9-hydroxy-9-methyl-3,7-diazabicyclo[3.3.1]-nonane-3-carboxylate). The reagents and catalysts are [Pd] (Pd/C). Solvent: C(C)O (ethanol). Yields the product OC1(C2CN(CC1CNC2)C(=O)OC(C)(C)C)C (tert-Butyl 9-hydroxy-9-methyl-3,7-diazabicyclo[3.3.1]nonane-3-carboxylate). As a reaction SMILES: C([N:8]1[CH2:15][CH:14]2[C:16]([OH:18])([CH3:17])[CH:10]([CH2:11][N:12]([C:19]([O:21][C:22]([CH3:25])([CH3:24])[CH3:23])=[O:20])[CH2:13]2)[CH2:9]1)C1C=CC=CC=1>C(O)C.[Pd]>[OH:18][C:16]1([CH3:17])[CH:14]2[CH2:15][NH:8][CH2:9][CH:10]1[CH2:11][N:12]([C:19]([O:21][C:22]([CH3:25])([CH3:24])[CH3:23])=[O:20])[CH2:13]2. Procedure: A solution of tert-butyl 7-benzyl-9-hydroxy-9-methyl-3,7-diazabicyclo-[3.3.1]nonane-3-carboxylate (from step (iii) above; 450 mg, 1.3 mmol) in aqueous ethanol (50 mL of 95%) was hydrogenated over 5% Pd/C at 1 atm until tlc indicated that the reaction was complete. The catalyst was removed by filtration through a pad of Celite®, and the filtrate concentrated under reduced pressure to give the sub-title compound in quantitative yield. The reactants are C1(CC1)C1=NC=C(C=C1C1=CC=CC=C1)[N+](=O)[O-] (2-cyclopropyl-5-nitro-3-phenylpyridine), Cl[Sn]Cl.O (SnCl2.H2O). The solvent is C(C)O (ethanol). Run at temperature 80 celsius. Yields the product C1(CC1)C1=C(C=C(C=N1)N)C1=CC=CC=C1 (6-cyclopropyl-5-phenylpyridin-3-amine). Yield: 57.1%. As a reaction SMILES: [CH:1]1([C:4]2[C:9]([C:10]3[CH:15]=[CH:14][CH:13]=[CH:12][CH:11]=3)=[CH:8][C:7]([N+:16]([O-])=O)=[CH:6][N:5]=2)[CH2:3][CH2:2]1.Cl[Sn]Cl.O>C(O)C>[CH:1]1([C:4]2[N:5]=[CH:6][C:7]([NH2:16])=[CH:8][C:9]=2[C:10]2[CH:15]=[CH:14][CH:13]=[CH:12][CH:11]=2)[CH2:3][CH2:2]1 |f:1.2|. Reported procedure: A mixture of 2-cyclopropyl-5-nitro-3-phenylpyridine (0.25 mmol, 0.06 g) and SnCl2.H2O (0.89 mmol, 0.2 g) in ethanol (2 ml) was heated at 80° C. for 1 hour. The solvent was evaporated and the crude residue was dissolved in water. The solution neutralised with 6N NaOH aqueous solution and extracted with dichloromethane. The solid residue was purified by chromatography over SiO2 eluting with dichloromethane/methanol mixtures affording 6-cyclopropyl-5-phenylpyridin-3-amine (0.03 g, 57% of yield) of ... The reactants are C(C1=CC=CC=C1)(=O)C1=CC=CC=C1 (Benzophenone), N1=C(C=CC=C1)C (α-picoline), [NH2-].[Li+] (lithium amide), N (ammonia), N (ammonia), N (ammonia), N (ammonia). Run in O (water). Run at temperature 125 celsius, time 5 hour. Product: C1(=CC=CC=C1)C(CC1=NC=CC=C1)(O)C1=CC=CC=C1 (α,α-diphenyl-2-pyridineethanol). As a reaction SMILES: [C:1]([C:9]1[CH:14]=[CH:13][CH:12]=[CH:11][CH:10]=1)(=[O:8])[C:2]1[CH:7]=[CH:6][CH:5]=[CH:4][CH:3]=1.[N:15]1[CH:20]=[CH:19][CH:18]=[CH:17][C:16]=1[CH3:21].[NH2-].[Li+].N>O>[C:2]1([C:1]([C:9]2[CH:14]=[CH:13][CH:12]=[CH:11][CH:10]=2)([OH:8])[CH2:21][C:16]2[CH:17]=[CH:18][CH:19]=[CH:20][N:15]=2)[CH:7]=[CH:6][CH:5]=[CH:4][CH:3]=1 |f:2.3|. Reported procedure: Benzophenone, 32.4 kg (177.8 mole), α-picoline, 33.1 kg (355.5 moles), and lithium amide, 4.54 kg (197.4 moles) are charged into a 30 gallon reactor arranged for reflux operation. The mixture is stirred, rapidly heated to 125° C. and maintained at this temperature. The rate of ammonia evolution will gradually increase and after about 3 to 4 hours of reaction time only occasional heating is required to maintain the desired temperature and a rapid evolution of ammonia. After about 5 hours, a vigor... Starting materials: [Cl-].[NH3+]C=1C=CC2=C(C=3NC(C(NC3C=C2)=O)=O)C1 (9-ammoniobenzo[f]quinoxaline-2,3(1H,4H)-dione chloride), COC1OC(CC1)OC (2,5-dimethoxytetrahydrofuran). Yields the product N1(C=CC=C1)C=1C=CC2=C(C=3NC(C(NC3C=C2)=O)=O)C1 (9-(1-Pyrrolyl)benzo[f]quinoxaline-2,3(1H,4H)-dione). RXN SMILES: [Cl-].[NH3+:2][C:3]1[CH:4]=[CH:5][C:6]2[CH:15]=[CH:14][C:13]3[NH:12][C:11](=[O:16])[C:10](=[O:17])[NH:9][C:8]=3[C:7]=2[CH:18]=1.CO[CH:21]1[CH2:25][CH2:24][CH:23](OC)O1>>[N:2]1([C:3]2[CH:4]=[CH:5][C:6]3[CH:15]=[CH:14][C:13]4[NH:12][C:11](=[O:16])[C:10](=[O:17])[NH:9][C:8]=4[C:7]=3[CH:18]=2)[CH:21]=[CH:25][CH:24]=[CH:23]1 |f:0.1|. Reported procedure: 8.8 mmol of 9-ammoniobenzo[f]quinoxaline-2,3(1H,4H)-dione chloride were reacted with 8.8 mmol of 2,5-dimethoxytetrahydrofuran by the method of Example 5d.